Dataset: the Open Reaction Database (ORD), a public repository of structured organic reaction records. Task: describe an organic reaction: reactants, conditions, products, and yield Reactants: COC(=O)C1(CCCCCC1)C=NOCC1=CC=CC=C1 (1-(benzyloxyimino-methyl)-cycloheptanecarboxylic acid methyl ester), O.[OH-].[Li+] (lithium hydroxide monohydrate). The solvent is C1CCOC1 (THF), O (water). Conditions: temperature 60 celsius, time 24 hour. The product is C(C1=CC=CC=C1)ON=CC1(CCCCCC1)C(=O)O (1-(Benzyloxyimino-Methyl)-Cycloheptanecarboxylic Acid). Yield: 89.6%. RXN SMILES: C[O:2][C:3]([C:5]1([CH:12]=[N:13][O:14][CH2:15][C:16]2[CH:21]=[CH:20][CH:19]=[CH:18][CH:17]=2)[CH2:11][CH2:10][CH2:9][CH2:8][CH2:7][CH2:6]1)=[O:4].O.[OH-].[Li+]>C1COCC1.O>[CH2:15]([O:14][N:13]=[CH:12][C:5]1([C:3]([OH:4])=[O:2])[CH2:11][CH2:10][CH2:9][CH2:8][CH2:7][CH2:6]1)[C:16]1[CH:21]=[CH:20][CH:19]=[CH:18][CH:17]=1 |f:1.2.3|. Procedure: A mixture of 1-(benzyloxyimino-methyl)-cycloheptanecarboxylic acid methyl ester (5.2 g, 18 mmol) and lithium hydroxide monohydrate (7.56 g, 180 mmol) in THF (80 mL) and water (40 mL) was stirred at 60° C., for 24 h. The THF was removed in vacuo and the reaction mixture was acidified to pH 4 with 6N aqueous HCl and was extracted with dichloromethane (50 μL×5). The combined organic layers were dried (MgSO4) and were evaporated in vacuo to yield the title compound (4.44 g, 90%). MH+276. The reactants are O (water), [H-].[Na+] (sodium hydride), BrCC#C (3-bromo-1-propyne), OC(C)(C)C1=CC(=NO1)C(=O)OCC (ethyl 5-(1-hydroxy-1-methylethyl)isoxazole-3-carboxylate). Run in O1CCCC1 (tetrahydrofuran). Conditions: time 5 hour. Product: CC(C)(OCC#C)C1=CC(=NO1)C(=O)OCC (ethyl 5-[1-methyl-1-(2-propynyloxy)ethyl]isoxazole-3-carboxylate). The yield is 10.5%. As a reaction SMILES: [OH:1][C:2]([C:5]1[O:9][N:8]=[C:7]([C:10]([O:12][CH2:13][CH3:14])=[O:11])[CH:6]=1)([CH3:4])[CH3:3].[H-].[Na+].Br[CH2:18][C:19]#[CH:20].O>O1CCCC1>[CH3:3][C:2]([C:5]1[O:9][N:8]=[C:7]([C:10]([O:12][CH2:13][CH3:14])=[O:11])[CH:6]=1)([O:1][CH2:20][C:19]#[CH:18])[CH3:4] |f:1.2|. Procedure details: 2.00 g of ethyl 5-(1-hydroxy-1-methylethyl)isoxazole-3-carboxylate was dissolved in 20 ml of tetrahydrofuran, and 0.44 g of sodium hydride and 1.32 g of 3-bromo-1-propyne were then added under ice-cooling. The mixture was stirred at room temperature for 5 hours. After water was added, the reaction mixture was extracted with methyl-t-butyl ether. The organic layer was washed with water, dried over anhydrous magnesium sulfate, filtered and then concentrated under reduced pressure. The residue was ... Starting materials: C1CCOC1, Cc1ccc(O)cc1, CCOC(C)=O, O=C1c2cc(CO)nn2CCN1c1ccc(F)cc1, CC(C)(C)OC(=O)N=NC(=O)OC(C)(C)C, c1ccc(P(c2ccccc2)c2ccccc2)cc1. Yields the product Cc1ccc(OCc2cc3n(n2)CCN(c2ccc(F)cc2)C3=O)cc1. Reaction SMILES: [CH2:63]1[O:64][CH2:65][CH2:66][CH2:67]1.[CH3:36][c:37]1[cH:38][cH:39][c:40]([OH:41])[cH:42][cH:43]1.[CH3:68][CH2:69][O:70][C:71]([CH3:72])=[O:73].[F:17][c:18]1[cH:19][cH:20][c:21]([N:24]2[C:25](=[O:35])[c:26]3[n:27]([n:30][c:31]([CH2:33][OH:34])[cH:32]3)[CH2:28][CH2:29]2)[cH:22][cH:23]1.[N:1]([C:2]([O:3][C:4]([CH3:5])([CH3:6])[CH3:7])=[O:8])=[N:9][C:10]([O:11][C:12]([CH3:13])([CH3:14])[CH3:15])=[O:16].[c:44]1([P:45]([c:46]2[cH:47][cH:48][cH:49][cH:50][cH:51]2)[c:52]2[cH:53][cH:54][cH:55][cH:56][cH:57]2)[cH:58][cH:59][cH:60][cH:61][cH:62]1>>[F:17][c:18]1[cH:19][cH:20][c:21]([N:24]2[C:25](=[O:35])[c:26]3[n:27]([n:30][c:31]([CH2:33][O:34][c:40]4[cH:39][cH:38][c:37]([CH3:36])[cH:43][cH:42]4)[cH:32]3)[CH2:28][CH2:29]2)[cH:22][cH:23]1. The reactants are material, B(Br)(Br)Br (BBr3), ClC1=C(C(=CC(=C1)I)Cl)NC1=NC2=CC=NC=C2C2=C1C=CN=C2OCC (N-(2,6-dichloro-4-iodophenyl)-10-ethoxypyrido[4,3-c]-1,6-naphthyridin-6-amine), N1N=CC=C1B(O)O (1H-pyrazol-5-ylboronic acid), C(=O)(O)[O-].[Na+] (NaHCO3). Reagents/catalysts: C=1C=CC(=CC1)[P](C=2C=CC=CC2)(C=3C=CC=CC3)[Pd]([P](C=4C=CC=CC4)(C=5C=CC=CC5)C=6C=CC=CC6)([P](C=7C=CC=CC7)(C=8C=CC=CC8)C=9C=CC=CC9)[P](C=1C=CC=CC1)(C=1C=CC=CC1)C=1C=CC=CC1 (tetrakis(triphenylphosphine)palladium). The solvent is C(Cl)(Cl)Cl (chloroform). Run at temperature 80 celsius. The product is ClC1=C(C(=CC(=C1)C1=CC=NN1)Cl)NC1=NC2=CC=NC=C2C2=C1C=CNC2=O (6-{[2,6-Dichloro-4-(1H-pyrazol-5-yl)phenyl]amino}pyrido[4,3-c]-1,6-naphthyridin-10(9H)-one). RXN SMILES: [Cl:1][C:2]1[CH:7]=[C:6](I)[CH:5]=[C:4]([Cl:9])[C:3]=1[NH:10][C:11]1[C:20]2[CH:21]=[CH:22][N:23]=[C:24]([O:25]CC)[C:19]=2[C:18]2[C:13](=[CH:14][CH:15]=[N:16][CH:17]=2)[N:12]=1.[NH:28]1[C:32](B(O)O)=[CH:31][CH:30]=[N:29]1.C([O-])(O)=O.[Na+].B(Br)(Br)Br>C(Cl)(Cl)Cl.C1C=CC([P]([Pd]([P](C2C=CC=CC=2)(C2C=CC=CC=2)C2C=CC=CC=2)([P](C2C=CC=CC=2)(C2C=CC=CC=2)C2C=CC=CC=2)[P](C2C=CC=CC=2)(C2C=CC=CC=2)C2C=CC=CC=2)(C2C=CC=CC=2)C2C=CC=CC=2)=CC=1>[Cl:9][C:4]1[CH:5]=[C:6]([C:30]2[NH:29][N:28]=[CH:32][CH:31]=2)[CH:7]=[C:2]([Cl:1])[C:3]=1[NH:10][C:11]1[C:20]2[CH:21]=[CH:22][NH:23][C:24](=[O:25])[C:19]=2[C:18]2[C:13](=[CH:14][CH:15]=[N:16][CH:17]=2)[N:12]=1 |f:2.3,^1:52,54,73,92|. Procedure details: To a solution of N-(2,6-dichloro-4-iodophenyl)-10-ethoxypyrido[4,3-c]-1,6-naphthyridin-6-amine (200 mg, 0.40 mmol) were added 1H-pyrazol-5-ylboronic acid (48 mg, 0.43 mmol) 2.0 M solution of NaHCO3 (1 mL) and tetrakis(triphenylphosphine)palladium (0) (90 mg, 0.78 mmol) and the mixture was heated to 80° C. for 4 hr. After cooling to room temperature, the reaction mixture was extracted with EtOAc and water. Column chromatography (100% Hex to 100% EtOAc) afforded the cross-coupled product. This pur... Starting materials: C(C=1C(N)=CC=CC1)#N (anthranilonitrile), BrC1=CC=NC=C1 (4-bromopyridine), S(O)(O)(=O)=O (sulfuric acid), Cl (hydrochloride), CCOCC.[Mg+2].[Br-].[Br-] (magnesium bromide diethyl etherate). Run in C1=CC=CC=C1 (benzene). Run at temperature 23 celsius, time 1 hour. Yields the product NC1=C(C(=O)C2=CC=NC=C2)C=CC=C1 (4-(2-aminobenzoyl)pyridine). As a reaction SMILES: Br[C:2]1[CH:7]=[CH:6][N:5]=[CH:4][CH:3]=1.Cl.CC[O:11][CH2:12][CH3:13].[Mg+2].[Br-].[Br-].C(#N)[C:18]1[C:19](=C[CH:22]=[CH:23][CH:24]=1)[NH2:20].S(=O)(=O)(O)O>C1C=CC=CC=1>[NH2:20][C:19]1[CH:18]=[CH:24][CH:23]=[CH:22][C:13]=1[C:12]([C:2]1[CH:7]=[CH:6][N:5]=[CH:4][CH:3]=1)=[O:11] |f:2.3.4.5|. Procedure details: 4-Bromopyridine (10) (49.38 g, 0.254 mol, free based from the hydrochloride by partitioning between ether and saturated bicarbonate) and diethyl ether (200 mL) was added over 1 h to a cooled solution (−78° C.) of n-butyl lithium (0.381 mol of a 2.5 M solution in hexane) under argon. After 30 min at (−78° C.), magnesium bromide diethyl etherate (98.37 g, 0.381 mol) was added via a dry powder addition funnel. After 1 h at −78° C., the reaction mixture was transferred to a jacketed addition funnel ... Starting materials: C[O-].[Na+] (sodium methoxide), C(#N)CC(=O)N (2-cyanoacetamide), ClC1=CC=C(C(=O)C2=C(C=C(CN=[N+]=[N-])C=C2)Cl)C=C1 (4-(4-chlorobenzoyl)-3-chlorobenzyl azide). The solvent is C(C)O (ethanol), C(C)O (ethanol). Yields the product NC1=C(N=NN1CC1=CC(=C(C=C1)C(C1=CC=C(C=C1)Cl)=O)Cl)C(=O)N (5-amino-1-(4-[4-chlorobenzoyl]-3-chlorobenzyl)-1,2,3-triazole-4-carboxamide). Isolated yield 30.7%. Reaction SMILES: [C:1]([CH2:3][C:4]([NH2:6])=[O:5])#[N:2].C[O-].[Na+].[Cl:10][C:11]1[CH:29]=[CH:28][C:14]([C:15]([C:17]2[CH:26]=[CH:25][C:20]([CH2:21][N:22]=[N+:23]=[N-:24])=[CH:19][C:18]=2[Cl:27])=[O:16])=[CH:13][CH:12]=1>C(O)C>[NH2:2][C:1]1[N:22]([CH2:21][C:20]2[CH:25]=[CH:26][C:17]([C:15](=[O:16])[C:14]3[CH:28]=[CH:29][C:11]([Cl:10])=[CH:12][CH:13]=3)=[C:18]([Cl:27])[CH:19]=2)[N:23]=[N:24][C:3]=1[C:4]([NH2:6])=[O:5] |f:1.2|. Reported procedure: A stirred suspension of 2-cyanoacetamide (378 mg, 4.50 mmol) in ethanol (15 ml) was treated with sodium methoxide (236 mg, 4.37 mmol), refluxed 10 minutes, cooled slightly, and treated with 4-(4-chlorobenzoyl)-3-chlorobenzyl azide (1.03 g, 3.36 mmol) dissolved in ethanol (4 ml). The mixture was refluxed 2 hours, cooled to ambient temperature, and filtered. The solids were washed with ethanol, and the combined filtrate and wash were evaporated to dryness under vacuum. The residue was dissolved in... The reactants are ClC(C(=O)C(Cl)(Cl)Cl)(Cl)Cl (hexachloroacetone), S(=S)(=O)([O-])[O-].[Na+].[Na+] (sodium thiosulphate), C1OC23[C@]4(C)[C@@H](CC2(OCCO3)OC1)[C@@H]1CC=C3CCCC[C@@H]3C1=C(C4)C4=CC=C(C=C4)OC (17,17-bis-(ethylenedioxy)-11-(4-methoxyphenyl)-5,9(11)-oestradiene), OO (hydrogen peroxide). The solvent is C(Cl)Cl (methylene chloride), N1=CC=CC=C1 (pyridine). Conditions: temperature 0 celsius, time 7 day. Yields the product C1OC23[C@]4(C)[C@@H](CC2(OCCO3)OC1)[C@@H]1C[C@H]3[C@]2(CCCC[C@@H]2[C@H]1[C@H](C4)C4=CC=C(C=C4)OC)O3 (17,17-bis-(ethylenedioxy)-11β-(4-methoxyphenyl)-5α,6α-epoxy-oestrane). RXN SMILES: [CH2:1]1[CH2:14][O:13][C:8]23[O:9][CH2:10][CH2:11][O:12][C:3]2([C@:4]2([CH2:26][C:25]([C:27]4[CH:32]=[CH:31][C:30]([O:33][CH3:34])=[CH:29][CH:28]=4)=[C:24]4[C@@H:15]([CH2:16][CH:17]=[C:18]5[C@@H:23]4[CH2:22][CH2:21][CH2:20][CH2:19]5)[C@@H:6]2[CH2:7]3)[CH3:5])[O:2]1.ClC(Cl)(Cl)C(C(Cl)(Cl)Cl)=[O:38].OO.S([O-])([O-])(=O)=S.[Na+].[Na+]>C(Cl)Cl.N1C=CC=CC=1>[CH2:11]1[CH2:10][O:9][C:8]23[O:13][CH2:14][CH2:1][O:2][C:3]2([C@:4]2([CH2:26][C@H:25]([C:27]4[CH:32]=[CH:31][C:30]([O:33][CH3:34])=[CH:29][CH:28]=4)[C@H:24]4[C@@H:15]([CH2:16][C@@H:17]5[O:38][C@@:18]65[C@@H:23]4[CH2:22][CH2:21][CH2:20][CH2:19]6)[C@@H:6]2[CH2:7]3)[CH3:5])[O:12]1 |f:3.4.5|. Reported procedure: 20 g of the diketal prepared in Example 1 c) are dissolved in 200 ml of methylene chloride. 0.1 ml of pyridine are added, the whole is cooled to 0° C., and 0.9 ml of hexachloroacetone is added. 9.2 ml of a 30% aqueous hydrogen peroxide solution are then added dropwise. The whole is stirred at room temperature for 7 days and then saturated sodium thiosulphate solution is cautiously added to the reaction solution with gentle cooling. The aqueous phase is removed and extracted repeatedly with methy...